From a dataset of the Open Reaction Database (ORD), a public repository of structured organic reaction records. describe an organic reaction: reactants, conditions, products, and yield Reactants: O=c1[nH]cnn1-c1ccc(OC(F)(F)C(F)F)cc1, CC(O)C1(c2ccc(F)cc2F)CO1. The product is CC(n1cnn(-c2ccc(OC(F)(F)C(F)F)cc2)c1=O)C1(c2ccc(F)cc2F)CO1. As a reaction SMILES: [F:15][C:16]([CH:17]([F:18])[F:19])([O:20][c:21]1[cH:22][cH:23][c:24](-[n:27]2[n:28][cH:29][nH:30][c:31]2=[O:32])[cH:25][cH:26]1)[F:33].[F:1][c:2]1[c:3]([C:9]2([CH:12]([CH3:13])[OH:14])[O:10][CH2:11]2)[cH:4][cH:5][c:6]([F:8])[cH:7]1>>[F:1][c:2]1[c:3]([C:9]2([CH:12]([CH3:13])[n:30]3[cH:29][n:28][n:27](-[c:24]4[cH:23][cH:22][c:21]([O:20][C:16]([F:15])([CH:17]([F:18])[F:19])[F:33])[cH:26][cH:25]4)[c:31]3=[O:32])[O:10][CH2:11]2)[cH:4][cH:5][c:6]([F:8])[cH:7]1.